Dataset: the Open Reaction Database (ORD), a public repository of structured organic reaction records. Task: describe an organic reaction: reactants, conditions, products, and yield Starting materials: CC1=C(OCC(=O)OCC)C=CC(=C1)CNCCC (ethyl {2-methyl-4-[(propylamino)methyl]phenoxy}acetate), C(C)(C)N(C(C)C)CC (N,N-diisopropylethylamine), ClC1=NC=NC(=C1C)C1=CC=C(C=C1)C(F)(F)F (4-chloro-5-methyl-6-[4-(trifluoromethyl)phenyl]pyrimidine). Run in C(Cl)Cl (CH2Cl2). Conditions: temperature 100 celsius. Product: CC1=C(OCC(=O)OCC)C=CC(=C1)CN(CCC)C1=NC=NC(=C1C)C1=CC=C(C=C1)C(F)(F)F (Ethyl (2-methyl-4-{[{5-methyl-6-[4-(trifluoromethyl)phenyl]pyrimidin-4-yl}(propyl)amino]methyl}phenoxy)acetate). The yield is 45.3%. RXN SMILES: [CH3:1][C:2]1[CH:14]=[C:13]([CH2:15][NH:16][CH2:17][CH2:18][CH3:19])[CH:12]=[CH:11][C:3]=1[O:4][CH2:5][C:6]([O:8][CH2:9][CH3:10])=[O:7].C(N(CC)C(C)C)(C)C.Cl[C:30]1[C:35]([CH3:36])=[C:34]([C:37]2[CH:42]=[CH:41][C:40]([C:43]([F:46])([F:45])[F:44])=[CH:39][CH:38]=2)[N:33]=[CH:32][N:31]=1>C(Cl)Cl>[CH3:1][C:2]1[CH:14]=[C:13]([CH2:15][N:16]([C:30]2[C:35]([CH3:36])=[C:34]([C:37]3[CH:38]=[CH:39][C:40]([C:43]([F:45])([F:46])[F:44])=[CH:41][CH:42]=3)[N:33]=[CH:32][N:31]=2)[CH2:17][CH2:18][CH3:19])[CH:12]=[CH:11][C:3]=1[O:4][CH2:5][C:6]([O:8][CH2:9][CH3:10])=[O:7]. Procedure: A mixture of ethyl {2-methyl-4-[(propylamino)methyl]phenoxy}acetate (0.279 g, 1.05 mmol), N,N-diisopropylethylamine (0.24 mL, 1.4 mmol) and 4-chloro-5-methyl-6-[4-(trifluoromethyl)phenyl]pyrimidine (0.191 g, 0.7 mmol) were heated at 100° C. in a sealed reactivial for 18 h. After this time the reactivial was allowed to cool to room temperature and the residue dissolved in CH2Cl2 (50 mL) and washed with water (20 mL). The organic extract was separated by hydrophobic frit and evaporated. Purificati...